Dataset: the Open Reaction Database (ORD), a public repository of structured organic reaction records. Task: describe an organic reaction: reactants, conditions, products, and yield Reactants: ClC1=C(C(=O)O)C=CC=C1 (o-chlorobenzoic acid), ClS(=O)(=O)O (chlorosulfonic acid), mixture. Solvent: O (water). Reaction conditions: temperature 25 celsius, time 1 hour. Product: ClC1=C(C(=O)O)C=C(C=C1)S(=O)(=O)Cl (2-Chloro-5-chlorosulfonylbenzoic Acid). As a reaction SMILES: [Cl:1][C:2]1[CH:10]=[CH:9][CH:8]=[CH:7][C:3]=1[C:4]([OH:6])=[O:5].[Cl:11][S:12](O)(=[O:14])=[O:13]>O>[Cl:1][C:2]1[CH:10]=[CH:9][C:8]([S:12]([Cl:11])(=[O:14])=[O:13])=[CH:7][C:3]=1[C:4]([OH:6])=[O:5]. Procedure: A mixture of o-chlorobenzoic acid (2.0 kg.) and chlorosulfonic acid (10.5 kg.) is heated at 90°-100° C. for 5 hours. The reaction mixture is cooled to 25° C. and then slowly poured into a 10 liter mixture of ice and water. The addition requires about 1 hour, and the temperature is maintained below 10° C. during this period by the addition of more ice. The final volume of slurry after the quench is about 40 liters. The solid material is collected and thoroughly washed on the funnel with fresh wat... Reactants: CCOC(=O)C1Cc2cc(-c3ccc(NC(C)=O)cc3)ccc2O1, C=CCN, CCO. The product is C=CCNC(=O)C1Cc2cc(-c3ccc(NC(C)=O)cc3)ccc2O1. RXN SMILES: [C:1]([CH3:2])(=[O:3])[NH:4][c:5]1[cH:6][cH:7][c:8](-[c:11]2[cH:12][cH:13][c:14]3[c:15]([cH:24]2)[CH2:16][CH:17]([C:19](=[O:20])[O:21][CH2:22][CH3:23])[O:18]3)[cH:9][cH:10]1.[CH2:25]([CH:26]=[CH2:27])[NH2:28].[CH3:29][CH2:30][OH:31]>>[C:1]([CH3:2])(=[O:3])[NH:4][c:5]1[cH:6][cH:7][c:8](-[c:11]2[cH:12][cH:13][c:14]3[c:15]([cH:24]2)[CH2:16][CH:17]([C:19](=[O:20])[NH:28][CH2:25][CH:26]=[CH2:27])[O:18]3)[cH:9][cH:10]1. The reactants are O=C(OC)C=1C=CC=CC1C(=O)N(CC)CC. The reagents and catalysts are O=C1C=CC=2C=CC=C(C3=CN=C(C=C3)C=4N=CC=CC4)C2N1, O1B(OC(C)(C)C1(C)C)B2OC(C)(C)C(O2)(C)C, [K].OC(C)(C)C, C[OH2+].C[OH2+].C1CC=CCCC=C1.C1CC=CCCC=C1.[Ir].[Ir]. The solvent is O1CCCC1. Conditions: temperature 80 celsius, time 12 hour. Yields the product O=C(OC)C1=CC=C(C=C1C(=O)N(CC)CC)B2OC(C)(C)C(O2)(C)C. Yield: 86.0%. Procedure: In an argon filled glove box, a 5.0 mL wheaton microreactor was charged with [Ir(cod)(OMe)]2 (1.98 mg, 1.5 mol%), L1 ligand (2.1 mg, 3.5 mol%), B2pin2 (50.8 mg, 1.0 equiv.), KOtBu (1.0 mg, 4.5 mol%) and dry THF (1.0 mL). The reaction mixture was stirred for 2 minutes at room temperature. To this mixture, methyl 2-(diethylcarbamoyl)benzoate (47.1 mg, 0.2 mmol) was added. The microreactor was capped with a teflon pressure cap and placed into pre-heated aluminum block at 80 oC. The reaction mixture...